This data is from the Open Reaction Database (ORD), a public repository of structured organic reaction records. The task is: describe an organic reaction: reactants, conditions, products, and yield The reactants are N1=CC=CC=2C(=CC=CC12)O (5-quinolinol), C(C1=CC=CC=C1)Br (benzyl bromide), COC1=C(CN)C=CC=C1 (2-methoxybenzylamine). Yields the product C(C1=CC=CC=C1)OC1=C2C=CC(=NC2=CC=C1)NCC1=C(C=CC=C1)OC ((5-Benzyloxy-quinolin-2-yl)-(2-methoxy-benzyl)-amine). Reaction SMILES: [N:1]1[C:10]2[CH:9]=[CH:8][CH:7]=[C:6]([OH:11])[C:5]=2[CH:4]=[CH:3][CH:2]=1.[CH2:12](Br)[C:13]1[CH:18]=[CH:17][CH:16]=[CH:15][CH:14]=1.[CH3:20][O:21][C:22]1[CH:29]=[CH:28][CH:27]=[CH:26][C:23]=1[CH2:24][NH2:25]>>[CH2:12]([O:11][C:6]1[CH:7]=[CH:8][CH:9]=[C:10]2[C:5]=1[CH:4]=[CH:3][C:2]([NH:25][CH2:24][C:23]1[CH:26]=[CH:27][CH:28]=[CH:29][C:22]=1[O:21][CH3:20])=[N:1]2)[C:13]1[CH:18]=[CH:17][CH:16]=[CH:15][CH:14]=1. Reported procedure: The title compound, MS: m/e=371.4 (M+H+), was prepared in accordance with the general method of example 47 from 5-quinolinol (CAS 578-67-6), benzyl bromide and 2-methoxybenzylamine.